From a dataset of the Open Reaction Database (ORD), a public repository of structured organic reaction records. describe an organic reaction: reactants, conditions, products, and yield Reactants: CC(=O)C1C(=O)CC(CCSc2ccc(C(F)(F)F)cc2)CC1=O, CC=CCON, CN(C)C=O, Cl, Cl, [H-], [Na+], O. The product is CC=CCONC(C)=C1C(=O)CC(CCSc2ccc(C(F)(F)F)cc2)CC1=O. As a reaction SMILES: [C:10]([CH3:11])(=[O:12])[CH:13]1[C:14](=[O:33])[CH2:15][CH:16]([CH2:20][CH2:21][S:22][c:23]2[cH:24][cH:25][c:26]([C:29]([F:30])([F:31])[F:32])[cH:27][cH:28]2)[CH2:17][C:18]1=[O:19].[CH2:4]([CH:5]=[CH:6][CH3:7])[O:8][NH2:9].[CH3:35][N:36]([CH3:37])[CH:38]=[O:39].[ClH:34].[ClH:3].[H-:1].[Na+:2].[OH2:40]>>[CH2:4]([CH:5]=[CH:6][CH3:7])[O:8][NH:9][C:10]([CH3:11])=[C:13]1[C:14](=[O:33])[CH2:15][CH:16]([CH2:20][CH2:21][S:22][c:23]2[cH:24][cH:25][c:26]([C:29]([F:30])([F:31])[F:32])[cH:27][cH:28]2)[CH2:17][C:18]1=[O:19].